From a dataset of the Open Reaction Database (ORD), a public repository of structured organic reaction records. describe an organic reaction: reactants, conditions, products, and yield Reactants: CCCCC1CCN(CCCC#N)CC1, CCOc1ccccc1I, CCOCC, ClCCl. The product is CCCCC1CCN(CCCC(=O)c2ccccc2OCC)CC1. As a reaction SMILES: [CH2:11]([CH2:12][CH2:13][CH3:14])[CH:15]1[CH2:16][CH2:17][N:18]([CH2:21][CH2:22][CH2:23][C:24]#[N:25])[CH2:19][CH2:20]1.[CH2:1]([CH3:2])[O:3][c:4]1[c:5]([I:10])[cH:6][cH:7][cH:8][cH:9]1.[CH3:26][CH2:27][O:28][CH2:29][CH3:30].[Cl:31][CH2:32][Cl:33]>>[CH2:1]([CH3:2])[O:3][c:4]1[c:5]([C:24]([CH2:23][CH2:22][CH2:21][N:18]2[CH2:17][CH2:16][CH:15]([CH2:11][CH2:12][CH2:13][CH3:14])[CH2:20][CH2:19]2)=[O:28])[cH:6][cH:7][cH:8][cH:9]1. The reactants are COC(C1=CC=C(C=C1)C1=NC2=C(N(C=3C1=CC=1C(CCC(C1C3)(C)C)(C)C)C)C=CC(=C2)C#N)=O (4-(2-Cyano-5,7,7,10,10-pentamethyl-7,8,9,10-tetrahydro-5H-5,13-diaza-benzo[4,5]-cyclohepta[1,2-b]naphthalen-12-yl)benzoic Acid Methyl Ester), [OH-].[Na+] (NaOH), Cl (HCl). Run in CN(C)C=O (DMF), C1CCOC1 (THF), O (H2O). Conditions: time 1 day. The product is C(#N)C1=CC2=C(N(C=3C(=CC=4C(CCC(C4C3)(C)C)(C)C)C(=N2)C2=CC=C(C(=O)O)C=C2)C)C=C1 (4-(2-Cyano-5,7,7,10,10-pentamethyl-7,8,9,10-tetrahydro-5H-5,13-diazabenzo[4,5]-cyclohepta[1,2-b]naphthalen-12-yl)benzoic Acid). RXN SMILES: C[O:2][C:3](=[O:36])[C:4]1[CH:9]=[CH:8][C:7]([C:10]2[C:16]3=[CH:17][C:18]4[C:19]([CH3:28])([CH3:27])[CH2:20][CH2:21][C:22]([CH3:26])([CH3:25])[C:23]=4[CH:24]=[C:15]3[N:14]([CH3:29])[C:13]3[CH:30]=[CH:31][C:32]([C:34]#[N:35])=[CH:33][C:12]=3[N:11]=2)=[CH:6][CH:5]=1.[OH-].[Na+].Cl>CN(C=O)C.C1COCC1.O>[C:34]([C:32]1[CH:31]=[CH:30][C:13]2[N:14]([CH3:29])[C:15]3[C:16]([C:10]([C:7]4[CH:6]=[CH:5][C:4]([C:3]([OH:36])=[O:2])=[CH:9][CH:8]=4)=[N:11][C:12]=2[CH:33]=1)=[CH:17][C:18]1[C:19]([CH3:28])([CH3:27])[CH2:20][CH2:21][C:22]([CH3:25])([CH3:26])[C:23]=1[CH:24]=3)#[N:35] |f:1.2|. Procedure details: To a solution of 4-(2-cyano-5,7,7,10,10-pentamethyl-7,8,9,10-tetrahydro-5H-5,13-diazabenzo[4,5]cyclohepta[1,2-b]naphthalen-12-yl)benzoic acid methyl ester (33) (R4=CH3, Z=H, 12.3 mmol) in DMF (15 mL) and THF (45 mL) is added 2 N NaOH (18.5 mmol) at room temperature. The reaction mixture is stirred at the same temperature for 1 day. The mixture is acidified by 1 N HCl (30 mL), diluted with H2O, and extracted with EtOAc. The organic layer is dried over MgSO4 and evaporated in vacuo. The resulting ... Starting materials: ClC1=C(C(=O)C=2C=C(C=CC2C)C=2N=NN(C2)CC(=O)NCC)C=CC(=C1)NC1=C(C=C(C=C1)F)F (2-(4-{3-[2-Chloro-4-(2,4-difluoro-phenylamino)-benzoyl]-4-methyl-phenyl}-[1,2,3]triazol-1-yl)-N-ethyl-acetamide), ClC1=C(C(=O)C=2C=C(C=CC2C)C=2N=NN(C2)CC(=O)O)C=CC(=C1)NC1=C(C=C(C=C1)F)F ((4-{3-[2-Chloro-4-(2,4-difluoro-phenylamino)-benzoyl]-4-methyl-phenyl}-[1,2,3]triazol-1-yl)-acetic acid), NC(CO)(C)C (2-amino-2-methyl-1-propanol). Yields the product ClC1=C(C(=O)C=2C=C(C=CC2C)C=2N=NN(C2)CC(=O)NC(CO)(C)C)C=CC(=C1)NC1=C(C=C(C=C1)F)F (2-(4-{3-[2-Chloro-4-(2,4-difluoro-phenylamino)-benzoyl]-4-methyl-phenyl}-[1,2,3]triazol-1-yl)-N-(2-hydroxy-1,1-dimethyl-ethyl)-acetamide). RXN SMILES: ClC1C=C(NC2C=CC(F)=CC=2F)C=CC=1C(C1C=C(C2N=NN(CC(NCC)=O)C=2)C=CC=1C)=O.[Cl:37][C:38]1[CH:61]=[C:60]([NH:62][C:63]2[CH:68]=[CH:67][C:66]([F:69])=[CH:65][C:64]=2[F:70])[CH:59]=[CH:58][C:39]=1[C:40]([C:42]1[CH:43]=[C:44]([C:49]2[N:50]=[N:51][N:52]([CH2:54][C:55](O)=[O:56])[CH:53]=2)[CH:45]=[CH:46][C:47]=1[CH3:48])=[O:41].[NH2:71][C:72]([CH3:76])([CH3:75])[CH2:73][OH:74]>>[Cl:37][C:38]1[CH:61]=[C:60]([NH:62][C:63]2[CH:68]=[CH:67][C:66]([F:69])=[CH:65][C:64]=2[F:70])[CH:59]=[CH:58][C:39]=1[C:40]([C:42]1[CH:43]=[C:44]([C:49]2[N:50]=[N:51][N:52]([CH2:54][C:55]([NH:71][C:72]([CH3:76])([CH3:75])[CH2:73][OH:74])=[O:56])[CH:53]=2)[CH:45]=[CH:46][C:47]=1[CH3:48])=[O:41]. Procedure details: The reaction was carried out similarly as described in the preparation of compound 112, using compound 111 (0.08 mmol) and 2-amino-2-methyl-1-propanol (0.08 mmol). The crude product was purified by continuous gradient flash chromatography using EtOAc/petroleum ether (40-60) 50:50 to 100:0 as the eluent to afford the title compound as almost yellow solid. 13C NMR (DMSOd6) δ 8.74 (s, 1H), 8.50 (s, 1H), 7.90 (dd, 1H), 7.85 (bs, 1H), 7.75 (d, 1H), 7.50-7.33 (m, 4H), 7.11 (m, 1H), 6.83 (m, 1H), 6.78 ... Starting materials: IC1=CC=C(OC2CN3CCC2CC3)C=C1 (3-(4-iodophenoxy)quinuclidine), NC=1C=C(C=CC1)B(O)O (3-amino-phenylboronic acid), [Cl-].C(C)(C)C1=C(C(=CC=C1)C(C)C)[N+]1=CN(C=C1)C1=C(C=CC=C1C(C)C)C(C)C (1,3-bis(2,6-di-i-propylphenyl)imidazolium chloride), C(=O)([O-])[O-].[Na+].[Na+] (Na2CO3). The reagents and catalysts are C=1C=CC(=CC1)/C=C/C(=O)/C=C/C2=CC=CC=C2.C=1C=CC(=CC1)/C=C/C(=O)/C=C/C2=CC=CC=C2.C=1C=CC(=CC1)/C=C/C(=O)/C=C/C2=CC=CC=C2.[Pd].[Pd] (Pd2(dba)3). Run in C1(=CC=CC=C1)C (toluene), C(C)(=O)OCC (ethyl acetate). The product is N12CC(C(CC1)CC2)OC2=CC=C(C=C2)C2=CC(=CC=C2)N (4′-(1-azabicyclo[2.2.2]oct-3-yloxy)-1,1′-biphenyl-3-amine). Reaction SMILES: I[C:2]1[CH:16]=[CH:15][C:5]([O:6][CH:7]2[CH:12]3[CH2:13][CH2:14][N:9]([CH2:10][CH2:11]3)[CH2:8]2)=[CH:4][CH:3]=1.[NH2:17][C:18]1[CH:19]=[C:20](B(O)O)[CH:21]=[CH:22][CH:23]=1.[Cl-].C(C1C=CC=C(C(C)C)C=1[N+]1C=CN(C2C(C(C)C)=CC=CC=2C(C)C)C=1)(C)C.C([O-])([O-])=O.[Na+].[Na+]>C1(C)C=CC=CC=1.C(OCC)(=O)C.C1C=CC(/C=C/C(/C=C/C2C=CC=CC=2)=O)=CC=1.C1C=CC(/C=C/C(/C=C/C2C=CC=CC=2)=O)=CC=1.C1C=CC(/C=C/C(/C=C/C2C=CC=CC=2)=O)=CC=1.[Pd].[Pd]>[N:9]12[CH2:14][CH2:13][CH:12]([CH2:11][CH2:10]1)[CH:7]([O:6][C:5]1[CH:15]=[CH:16][C:2]([C:22]3[CH:21]=[CH:20][CH:19]=[C:18]([NH2:17])[CH:23]=3)=[CH:3][CH:4]=1)[CH2:8]2 |f:2.3,4.5.6,9.10.11.12.13|. Reported procedure: The product of Example 1A (330 mg, 1 mmol) in toluene (8 mL) was treated with 3-amino-phenylboronic acid (Lancaster, 276 mg, 2 mmol), Pd2(dba)3 (Strem Chemicals, 18.3 mg, 0.02 mmol), 1,3-bis(2,6-di-i-propylphenyl)imidazolium chloride, 95%, 26.9 mg, 0.06 mmol), and Na2CO3 (aqueous, 2M, 2 mL, 4 mmol) at 110° C. for 15 hours. The reaction mixture was allowed to cool to room temperature, diluted with ethyl acetate (20 mL), and washed with brine (2×5 mL). The organic phase was concentrated and the ti... The reactants are N#CCC(=O)O, C1CCNCC1, O=Cc1ccc(OCC(F)(F)C(F)F)cc1, N#CC=Cc1ccc(OCC(F)(F)C(F)F)cc1, Cc1ccccc1C, c1ccncc1. Product: O=C(O)C=Cc1ccc(OCC(F)(F)C(F)F)cc1. As a reaction SMILES: [C:17](#[N:18])[CH2:19][C:20](=[O:21])[OH:22].[CH2:41]1[CH2:42][CH2:43][NH:44][CH2:45][CH2:46]1.[F:1][C:2]([CH2:3][O:4][c:5]1[cH:6][cH:7][c:8]([CH:9]=[O:10])[cH:11][cH:12]1)([CH:13]([F:14])[F:15])[F:16].[F:23][C:24]([F:25])([CH:26]([F:27])[F:28])[CH2:29][O:30][c:31]1[cH:32][cH:33][c:34]([CH:35]=[CH:36][C:37]#[N:38])[cH:39][cH:40]1.[c:53]1([CH3:54])[c:55]([CH3:56])[cH:57][cH:58][cH:59][cH:60]1.[cH:47]1[cH:48][cH:49][n:50][cH:51][cH:52]1>>[F:1][C:2]([CH2:3][O:4][c:5]1[cH:6][cH:7][c:8]([CH:9]=[CH:19][C:20](=[O:21])[OH:22])[cH:11][cH:12]1)([CH:13]([F:14])[F:15])[F:16]. Reaction SMILES: [CH3:1][S:2](=[O:3])(=[O:4])[n:5]1[cH:6][c:7]([CH3:20])[c:8]2[c:13]1[CH2:12][CH:11]([c:14]1[s:15][cH:16][cH:17][cH:18]1)[CH2:10][C:9]2=[O:19].[CH3:29][CH2:30][OH:31].[ClH:21].[ClH:27].[NH2:22][NH:23][C:24](=[NH:25])[NH2:26].[OH2:28]>>[CH3:1][S:2](=[O:3])(=[O:4])[n:5]1[cH:6][c:7]([CH3:20])[c:8]2[c:13]1[CH2:12][CH:11]([c:14]1[s:15][cH:16][cH:17][cH:18]1)[CH2:10][C:9]2=[N:22][NH:23][C:24](=[NH:25])[NH2:26].[ClH:21]. Yields the product Cc1cn(S(C)(=O)=O)c2c1C(=NNC(=N)N)CC(c1cccs1)C2, Cl. Reactants: Cc1cn(S(C)(=O)=O)c2c1C(=O)CC(c1cccs1)C2, CCO, Cl, Cl, N=C(N)NN, O. Reactants: BrC=1C=C(C=CC1)C1=NC(=CC(=C1)C1=CC=C(C=C1)C(F)(F)F)CC (2-(3-bromo-phenyl)-6-ethyl-4-(4-trifluoromethyl-phenyl)-pyridine), NC1=NC=C(C=N1)B1OC(C(O1)(C)C)(C)C (2-amino-5-(4,4,5,5-tetramethyl-1,3,2-dioxaborolan-2-yl)pyrimidine). Yields the product C(C)C1=CC(=CC(=N1)C=1C=C(C=CC1)C=1C=NC(=NC1)N)C1=CC=C(C=C1)C(F)(F)F (5-{3-[6-Ethyl-4-(4-trifluoromethyl-phenyl)-pyridin-2-yl]-phenyl}-pyrimidin-2-ylamine), solid. Yield: 16.0%. Reaction SMILES: Br[C:2]1[CH:3]=[C:4]([C:8]2[CH:13]=[C:12]([C:14]3[CH:19]=[CH:18][C:17]([C:20]([F:23])([F:22])[F:21])=[CH:16][CH:15]=3)[CH:11]=[C:10]([CH2:24][CH3:25])[N:9]=2)[CH:5]=[CH:6][CH:7]=1.[NH2:26][C:27]1[N:32]=[CH:31][C:30](B2OC(C)(C)C(C)(C)O2)=[CH:29][N:28]=1>>[CH2:24]([C:10]1[N:9]=[C:8]([C:4]2[CH:3]=[C:2]([C:30]3[CH:29]=[N:28][C:27]([NH2:26])=[N:32][CH:31]=3)[CH:7]=[CH:6][CH:5]=2)[CH:13]=[C:12]([C:14]2[CH:19]=[CH:18][C:17]([C:20]([F:23])([F:22])[F:21])=[CH:16][CH:15]=2)[CH:11]=1)[CH3:25]. Procedure details: The title compound was prepared from 2-(3-bromo-phenyl)-6-ethyl-4-(4-trifluoromethyl-phenyl)-pyridine (example E.89) (0.30 g, 0.739 mmol) and commercially available 2-amino-5-(4,4,5,5-tetramethyl-1,3,2-dioxaborolan-2-yl)pyrimidine (0.180 g, 0.813 mmol) according to the general procedure VI. Obtained as a white solid (0.050 g, 16%). MS (ISP) 421.1 [(M+H)+]; mp 209° C. Reactants: ClCCl, CN(C)C=O, COc1cccc(C(CC2CCCC2)C(=O)O)c1, CCN(C(C)C)C(C)C, O=C(Cl)C(=O)Cl, Nc1nccs1, C1CCOC1. Yields the product COc1cccc(C(CC2CCCC2)C(=O)Nc2nccs2)c1. RXN SMILES: [CH2:40]([Cl:41])[Cl:42].[CH3:48][N:49]([CH3:50])[CH:51]=[O:52].[CH:1]1([CH2:6][CH:7]([C:8](=[O:9])[OH:10])[c:11]2[cH:12][c:13]([O:17][CH3:18])[cH:14][cH:15][cH:16]2)[CH2:2][CH2:3][CH2:4][CH2:5]1.[CH:31]([N:32]([CH2:33][CH3:34])[CH:35]([CH3:36])[CH3:37])([CH3:38])[CH3:39].[Cl:19][C:20]([C:21]([Cl:22])=[O:23])=[O:24].[NH2:25][c:26]1[s:27][cH:28][cH:29][n:30]1.[O:43]1[CH2:44][CH2:45][CH2:46][CH2:47]1>>[CH:1]1([CH2:6][CH:7]([C:8](=[O:10])[NH:25][c:26]2[s:27][cH:28][cH:29][n:30]2)[c:11]2[cH:12][c:13]([O:17][CH3:18])[cH:14][cH:15][cH:16]2)[CH2:2][CH2:3][CH2:4][CH2:5]1. The reactants are FC=1C=C(C=C(C1C(F)(F)F)F)C=1C=C(C(=O)OC)C=CN1 (Methyl 2-(3,5-difluoro-4-(trifluoromethyl)phenyl)isonicotinate), Cl (hydrogen chloride). Reagents/catalysts: [Pt](=O)=O (Platinum(IV) oxide), [Pt](=O)=O (platinum(IV) oxide). Solvent: CO (MeOH), CO (Methanol). Run at time 2 hour. The product is Cl.FC=1C=C(C=C(C1C(F)(F)F)F)C1NCCC(C1)C(=O)OC (methyl 2-(3,5-difluoro-4-(trifluoromethyl)phenyl)piperidine-4-carboxylate hydrochloride). Yield: 87.4%. Reaction SMILES: [F:1][C:2]1[CH:3]=[C:4]([C:13]2[CH:14]=[C:15]([CH:20]=[CH:21][N:22]=2)[C:16]([O:18][CH3:19])=[O:17])[CH:5]=[C:6]([F:12])[C:7]=1[C:8]([F:11])([F:10])[F:9].[ClH:23]>CO.[Pt](=O)=O>[ClH:23].[F:12][C:6]1[CH:5]=[C:4]([CH:13]2[CH2:14][CH:15]([C:16]([O:18][CH3:19])=[O:17])[CH2:20][CH2:21][NH:22]2)[CH:3]=[C:2]([F:1])[C:7]=1[C:8]([F:11])([F:9])[F:10] |f:4.5|. Procedure details: Methyl 2-(3,5-difluoro-4-(trifluoromethyl)phenyl)isonicotinate (3.147 g, 9.92 mmol) was dissolved in MeOH (20 mL) and hydrogen chloride (1.25 M in MeOH, 23.81 mL, 29.76 mmol) was added. The reaction was stirred at room temperature for 2 h and evaporated. Methanol (20 mL) and platinum(IV) oxide (0.113 g, 0.50 mmol) was added and the solution hydrogenated in a Büchi hydrogenator at 5 bar and room temperature for 4.5 h. Platinum(IV) oxide (0.113 g, 0.50 mmol) was added and hydrogenation continued f... Starting materials: C(C1CO1)OC1=CC(=C(C=C1)OCC1=CC=CC=C1)OCC1=CC=CC=C1 (3,4-dibenzyloxyphenyl glycidyl ether), NCCNC=1N(C(N(C(C1C)=O)C)=O)C (4-(2-aminoethylamino)-1,3,5-trimethylpyrimidine-2,6(1H,3H)-dione). Yields the product C(C1=CC=CC=C1)OC=1C=C(OCC(CNCCNC2=C(C(N(C(N2C)=O)C)=O)C)O)C=CC1OCC1=CC=CC=C1 (1-(3,4-dibenzyloxyphenoxy)-3-[2-(1,3,5-trimethylpyrimidine-2,4-dion-6-ylamino)-ethylamino]-propan-2-ol). Yield: 32.0%. As a reaction SMILES: [CH2:1]([O:5][C:6]1[CH:11]=[CH:10][C:9]([O:12][CH2:13][C:14]2[CH:19]=[CH:18][CH:17]=[CH:16][CH:15]=2)=[C:8]([O:20][CH2:21][C:22]2[CH:27]=[CH:26][CH:25]=[CH:24][CH:23]=2)[CH:7]=1)[CH:2]1[O:4][CH2:3]1.[NH2:28][CH2:29][CH2:30][NH:31][C:32]1[N:33]([CH3:42])[C:34](=[O:41])[N:35]([CH3:40])[C:36](=[O:39])[C:37]=1[CH3:38]>>[CH2:21]([O:20][C:8]1[CH:7]=[C:6]([CH:11]=[CH:10][C:9]=1[O:12][CH2:13][C:14]1[CH:15]=[CH:16][CH:17]=[CH:18][CH:19]=1)[O:5][CH2:1][CH:2]([OH:4])[CH2:3][NH:28][CH2:29][CH2:30][NH:31][C:32]1[N:33]([CH3:42])[C:34](=[O:41])[N:35]([CH3:40])[C:36](=[O:39])[C:37]=1[CH3:38])[C:22]1[CH:23]=[CH:24][CH:25]=[CH:26][CH:27]=1. Reported procedure: Yield 32% of theory; colorless oil from 3,4-dibenzyloxyphenyl glycidyl ether and 4-(2-aminoethylamino)-1,3,5-trimethylpyrimidine-2,6(1H,3H)-dione.